Dataset: the Open Reaction Database (ORD), a public repository of structured organic reaction records. Task: describe an organic reaction: reactants, conditions, products, and yield Yields the product COC(=O)c1cnc2ccc(CCc3ccccc3)cc2c1. RXN SMILES: [Br:1][c:2]1[cH:3][c:4]2[cH:5][c:6]([C:12](=[O:13])[O:14][CH3:15])[cH:7][n:8][c:9]2[cH:10][cH:11]1.[C:27](=[O:28])([O-:29])[O-:30].[CH2:16]([CH2:17][c:18]1[cH:19][cH:20][cH:21][cH:22][cH:23]1)[B:24]([OH:25])[OH:26].[CH2:33]1[O:34][CH2:35][CH2:36][O:37][CH2:38]1.[K+:31].[K+:32].[OH2:39]>>[c:2]1([CH2:16][CH2:17][c:18]2[cH:19][cH:20][cH:21][cH:22][cH:23]2)[cH:3][c:4]2[cH:5][c:6]([C:12](=[O:13])[O:14][CH3:15])[cH:7][n:8][c:9]2[cH:10][cH:11]1. Starting materials: COC(=O)c1cnc2ccc(Br)cc2c1, O=C([O-])[O-], OB(O)CCc1ccccc1, C1COCCO1, [K+], [K+], O. Starting materials: FC1=CC=C(OC2=CC=C(C=C2)C2=NC=CC(=N2)C)C=C1 (2-[4-(4-Fluorophenoxy)phenyl]-4-methylpyrimidine), solution, CC(C)([O-])C.[K+] (potassium tert-butoxide), C1CCOC1 (THF), C(C)(=O)O.FC1=CC=C(OC2=CC=C(C(=N)N)C=C2)C=C1 (4-(4-fluorophenoxy)benzamidine acetate), COC(CC(C)=O)OC (Acetylacetaldehyde dimethyl acetal). Solvent: CN(C)C=O (DMF). Conditions: temperature 100 celsius. Yields the product FC1=CC=C(OC2=CC=C(C=C2)C2=NC=CC(=N2)C(=O)N)C=C1 (2-[4-(4-Fluorophenoxy)phenyl]pyrimidine-4-carboxamide). As a reaction SMILES: FC1C=CC(OC2C=C[C:10]([C:13]3[N:18]=C(C)C=CN=3)=[CH:9][CH:8]=2)=CC=1.CC(C)([O-:25])C.[K+].C1COCC1.C(O)(=O)C.[F:37][C:38]1[CH:53]=[CH:52][C:41]([O:42][C:43]2[CH:51]=[CH:50][C:46]([C:47]([NH2:49])=[NH:48])=[CH:45][CH:44]=2)=[CH:40][CH:39]=1.COC(OC)CC(=O)C>CN(C=O)C>[F:37][C:38]1[CH:39]=[CH:40][C:41]([O:42][C:43]2[CH:51]=[CH:50][C:46]([C:47]3[N:49]=[C:10]([C:13]([NH2:18])=[O:25])[CH:9]=[CH:8][N:48]=3)=[CH:45][CH:44]=2)=[CH:52][CH:53]=1 |f:1.2,4.5|. Reported procedure: 2-[4-(4-Fluorophenoxy)phenyl]-4-methylpyrimidine: A 1M solution of potassium tert-butoxide in THF (11 mL, 11 mmol) was added via syringe to a solution of 4-(4-fluorophenoxy)benzamidine acetate (2.92 g, 10.2 mmol) in DMF. The resulting mixture was heated at 100° C. for 2 hours. Acetylacetaldehyde dimethyl acetal (2 mL, 13.6 mmol) was added via syringe. The reaction was maintained between 100°-110° C. overnight when TLC indicated complete reaction. The reaction was allowed to cool to room temperat... Reactants: CC1=C(OC=C1)C(=O)OC (methyl 3-methylfuran-2-carboxylate), BrBr (bromine). Run in C(C)OCC (ethyl ether). Conditions: time 14 hour. Yields the product BrC1=CC(=C(O1)C(=O)OC)C (Methyl 5-bromo-3-methylfuran-2-carboxylate). Yield: 85.3%. RXN SMILES: [CH3:1][C:2]1[CH:6]=[CH:5][O:4][C:3]=1[C:7]([O:9][CH3:10])=[O:8].[Br:11]Br>C(OCC)C>[Br:11][C:5]1[O:4][C:3]([C:7]([O:9][CH3:10])=[O:8])=[C:2]([CH3:1])[CH:6]=1. Procedure: To a solution of methyl 3-methylfuran-2-carboxylate (3.0 g, 21.41 mmol) in ethyl ether (100 mL) was added bromine (1.210 mL, 23.55 mmol) dropwise at RT and the mixture was allowed to stir for 14 h. Evaporation followed by purification by flash chromatography (silica gel, 0% to 10% ethyl acetate in hexanes) yielded the title compound (4.0 g, 85% yield) as a white solid: 1H NMR (500 MHz, CDCl3) δ 6.31 (s, 1H), 3.88 (s, 3H), 2.33 (s, 3H); HPLC retention time: 2.776 min, LCMS (ES): m/z 219, 221 [M+H... The reactants are COC(CC1=CC(=C(C=C1)SC)Cl)=O ((3-chloro-4-methylsulfanyl-phenyl)-acetic acid methyl ester), solution, C(CCC)[Li] (n-butyllithium), hexanes, ICC1COCC1 (3-iodomethyl-tetrahydro-furan), C(C)(C)NC(C)C (diisopropylamine). Reported procedure: A solution of diisopropylamine (0.84 mL, 5.98 mmol) in tetrahydrofuran (10 mL) was cooled to −78° C. under an argon atmosphere and then was treated with a 2.5M solution of n-butyllithium in hexanes (2.29 mL, 5.72 mmol). The reaction mixture was stirred at −78° C. for 15 min. At this time, the reaction was slowly treated with a solution of (3-chloro-4-methylsulfanyl-phenyl)-acetic acid methyl ester (prepared as in Example 4, 1.20 g, 5.20 mmol) in tetrahydrofuran (5 mL) and 1,3-dimethyl-3,4,5,6-te... Reaction conditions: temperature -78 celsius, time 15 minute. Yields the product hexanes ethyl acetate, COC(C(C)C1COCC1)=O (tetrahydro-furan-3-yl-propionic acid methyl ester). RXN SMILES: C(N[CH:5]([CH3:7])[CH3:6])(C)C.C([Li])CCC.[CH3:13][O:14][C:15](=[O:26])[CH2:16][C:17]1C=CC(SC)=C(Cl)C=1.ICC1CC[O:31][CH2:30]1>O1CCCC1.CN1CCCN(C)C1=O>[CH3:13][O:14][C:15](=[O:26])[CH:16]([CH:6]1[CH2:5][CH2:7][O:31][CH2:30]1)[CH3:17]. Yield: 80.6%. The solvent is O1CCCC1 (tetrahydrofuran), CN1C(N(CCC1)C)=O (1,3-dimethyl-3,4,5,6-tetrahydro-2(1H)-pyrimidinone), CN1C(N(CCC1)C)=O (1,3-dimethyl-3,4,5,6-tetrahydro-2(1H)-pyrimidinone), O1CCCC1 (tetrahydrofuran), O1CCCC1 (tetrahydrofuran). Reactants: Br (HBr), [OH-].[Na+] (NaOH), NC1=C(C2=C(CN(CC2)C(=O)OCC2=CC=CC=C2)S1)C(C1=CC=CC=C1)=O (2-amino-3-benzoyl-6-benzyloxycarbonyl-4,5,6,7-tetrahydrothieno[2,3-c]pyridine), CCCCCC (n-hexane). The solvent is C(C)(=O)O (acetic acid), O (water), C(C)(=O)O (acetic acid). The product is NC1=C(C2=C(CNCC2)S1)C(C1=CC=CC=C1)=O (2-amino-3-benzoyl-4,5,6,7-tetrahydrothieno[2,3-c]pyridine). Yield: 92.0%. Reaction SMILES: [NH2:1][C:2]1[S:20][C:5]2[CH2:6][N:7](C(OCC3C=CC=CC=3)=O)[CH2:8][CH2:9][C:4]=2[C:3]=1[C:21](=[O:28])[C:22]1[CH:27]=[CH:26][CH:25]=[CH:24][CH:23]=1.Br.CCCCCC.[OH-].[Na+]>C(O)(=O)C.O>[NH2:1][C:2]1[S:20][C:5]2[CH2:6][NH:7][CH2:8][CH2:9][C:4]=2[C:3]=1[C:21](=[O:28])[C:22]1[CH:23]=[CH:24][CH:25]=[CH:26][CH:27]=1 |f:3.4|. Reported procedure: To a cooled and stirred suspension of protected 2-amino-3-benzoyl-6-benzyloxycarbonyl-4,5,6,7-tetrahydrothieno[2,3-c]pyridine (0.01 mol) in acetic acid (2 mL), as prepared in Example 7, was added a solution of HBr (33%) in acetic acid (10 mL). After stirring at room temperature for 4 h (TLC control), n-hexane was added and the resulting suspension was evaporated under vacuum to give a solid which was dissolved in water (10 mL) and neutralized with NaOH (5% solution). The precipitated solid was c... Starting materials: C1(CCCCC1)N(C(NC=1SC(=CN1)SCC(=O)O)=O)[C@@H]1CC[C@H](CC1)COC ({2-[3-cyclohexyl-3-(trans-4-methoxymethyl-cyclohexyl)-ureido]-thiazol-5-ylsulfanyl}-acetic acid), C1(CCCCC1)N[C@@H]1CC[C@H](CC1)COCC (cyclohexyl-(trans-4-ethoxymethyl-cyclohexyl)-amine), C(C)OC(C(C)(C)SC1=CN=C(S1)N)=O (2-(2-amino-thiazol-5-ylsulfanyl)-2-methyl-propionic acid ethyl ester). The product is C1(CCCCC1)N(C(NC=1SC(=CN1)SC(C(=O)O)(C)C)=O)[C@@H]1CC[C@H](CC1)COCC (2-{2-[3-Cyclohexyl-3-(trans-4-ethoxymethyl-cyclohexyl)-ureido]-thiazol-5-ylsulfanyl}-2-methyl-propionic acid). RXN SMILES: C1(N([C@H]2CC[C@H](COC)CC2)C(=O)NC2SC(SC[C:17](O)=[O:18])=CN=2)CCCCC1.[CH:30]1([NH:36][C@H:37]2[CH2:42][CH2:41][C@H:40]([CH2:43][O:44][CH2:45][CH3:46])[CH2:39][CH2:38]2)[CH2:35][CH2:34][CH2:33][CH2:32][CH2:31]1.C([O:49][C:50](=[O:61])[C:51]([S:54][C:55]1[S:59][C:58]([NH2:60])=[N:57][CH:56]=1)([CH3:53])[CH3:52])C>>[CH:30]1([N:36]([C@H:37]2[CH2:42][CH2:41][C@H:40]([CH2:43][O:44][CH2:45][CH3:46])[CH2:39][CH2:38]2)[C:17](=[O:18])[NH:60][C:58]2[S:59][C:55]([S:54][C:51]([CH3:53])([CH3:52])[C:50]([OH:49])=[O:61])=[CH:56][N:57]=2)[CH2:31][CH2:32][CH2:33][CH2:34][CH2:35]1. Reported procedure: Prepared in a similar manner to {2-[3-cyclohexyl-3-(trans-4-methoxymethyl-cyclohexyl)-ureido]-thiazol-5-ylsulfanyl}-acetic acid via cyclohexyl-(trans-4-ethoxymethyl-cyclohexyl)-amine and 2-(2-amino-thiazol-5-ylsulfanyl)-2-methyl-propionic acid ethyl ester to give the title compound. Reactants: C(C=C)NC(=O)N (allylurea), C(\C=C\C)=O (crotonaldehyde), 3d, C(\C=C\C)=O (crotonaldehyde), CCO (EtOH). The reagents and catalysts are Cl (HCl). The product is C(C=C)N1C(NC(CC1OCC)C)=O (1-Allyl-6-ethoxy-4-methylhexahydropyrimidin-2-one). Reaction SMILES: [CH2:1]([NH:4][C:5]([NH2:7])=[O:6])[CH:2]=[CH2:3].[CH:8](=[O:12])/[CH:9]=[CH:10]/[CH3:11].[CH3:13][CH2:14]O>Cl>[CH2:1]([N:4]1[CH:8]([O:12][CH2:13][CH3:14])[CH2:9][CH:10]([CH3:11])[NH:7][C:5]1=[O:6])[CH:2]=[CH2:3]. Reported procedure: Following a related procedure, [G. Zigeuner, W. Rauter, Monatshefte fur Chemie, 96, 1950 (1965)], allylurea (24.5 g, 0.25 mol), crotonaldehyde (19.67 g, 0.29 mol) and 37% HCl (12 drops) were mixed with 140 g of EtOH at room temperature for 3d, during which all of the crotonaldehyde was consumed. The major product had a retention time near that of allylurea. The dark mixture was neutralized with Na2CO3, filtered and concentrated at reduced pressure. Part of the crude mixture was extracted with cy... Starting materials: C1CCNC1, CS(C)=O, CCCCOc1nc(N)c2[nH]c(=O)n(CCCCl)c2n1. Yields the product CCCCOc1nc(N)c2[nH]c(=O)n(CCCN3CCCC3)c2n1. RXN SMILES: [CH2:21]1[CH2:22][CH2:23][NH:24][CH2:25]1.[CH3:26][S:27]([CH3:28])=[O:29].[NH2:1][c:2]1[c:3]2[nH:4][c:5](=[O:20])[n:6]([CH2:16][CH2:17][CH2:18][Cl:19])[c:7]2[n:8][c:9]([O:11][CH2:12][CH2:13][CH2:14][CH3:15])[n:10]1>>[NH2:1][c:2]1[c:3]2[nH:4][c:5](=[O:20])[n:6]([CH2:16][CH2:17][CH2:18][N:24]3[CH2:23][CH2:22][CH2:21][CH2:25]3)[c:7]2[n:8][c:9]([O:11][CH2:12][CH2:13][CH2:14][CH3:15])[n:10]1.